This data is from the Open Reaction Database (ORD), a public repository of structured organic reaction records. The task is: describe an organic reaction: reactants, conditions, products, and yield The reactants are ClC=1NC2=C(N1)C=CC=C2 (2-chlorobenzimidazole), FC1=C(C=C(N)C=C1)C (4-fluoro-3-methylaniline). The product is N1=C(NC2=C1C=CC=C2)NC2=CC(=C(C=C2)F)C (N-(Benzimidazol-2-yl)-4-fluoro-3-methylaniline), hydrochloride salt. RXN SMILES: Cl[C:2]1[NH:3][C:4]2[CH:10]=[CH:9][CH:8]=[CH:7][C:5]=2[N:6]=1.[F:11][C:12]1[CH:18]=[CH:17][C:15]([NH2:16])=[CH:14][C:13]=1[CH3:19]>>[N:6]1[C:5]2[CH:7]=[CH:8][CH:9]=[CH:10][C:4]=2[NH:3][C:2]=1[NH:16][C:15]1[CH:17]=[CH:18][C:12]([F:11])=[C:13]([CH3:19])[CH:14]=1. Procedure: The title compound was prepared from 2-chlorobenzimidazole and 4-fluoro-3-methylaniline by Procedure A. The product was isolated by filtration to give the title compound as a hydrochloride salt (solid, mp 246-248° C.). MS(ES+) m/z 242 ([M+1]+, 100). The reactants are ClC1=CC(=CC=C1)C(=O)OO (3-chloroperbenzoic acid), C(C1=CC=CC=C1)SC1=NC=C2C(=N1)NC(N(C2)C2=C(C=CC=C2)Cl)=O (7-benzylthio-3-(2-chlorophenyl)-3,4-dihydropyrimido[4,5-d]pyrimidin-2(1H)-one), [O-]S(=O)(=S)[O-].[Na+].[Na+] (Na2S2O3). The solvent is ClCCl (dichloromethane), ClCCl (dichloromethane). Run at time 2 hour. The product is C(C1=CC=CC=C1)S(=O)(=O)C1=NC=C2C(=N1)NC(N(C2)C2=C(C=CC=C2)Cl)=O (7-benzylsulfonyl-3-(2-chlorophenyl)-3,4-dihydropyrimido[4,5-d]-pyrimidin-2(1H)-one). As a reaction SMILES: C(S[C:9]1[N:14]=[C:13]2[NH:15][C:16](=[O:26])[N:17]([C:19]3[CH:24]=[CH:23][CH:22]=[CH:21][C:20]=3[Cl:25])[CH2:18][C:12]2=[CH:11][N:10]=1)C1C=CC=CC=1.Cl[C:28]1[CH:33]=[CH:32][CH:31]=[C:30]([C:34](OO)=O)[CH:29]=1.[O-:38][S:39]([O-:42])(=S)=O.[Na+].[Na+]>ClCCl>[CH2:34]([S:39]([C:9]1[N:14]=[C:13]2[NH:15][C:16](=[O:26])[N:17]([C:19]3[CH:24]=[CH:23][CH:22]=[CH:21][C:20]=3[Cl:25])[CH2:18][C:12]2=[CH:11][N:10]=1)(=[O:42])=[O:38])[C:30]1[CH:29]=[CH:28][CH:33]=[CH:32][CH:31]=1 |f:2.3.4|. Procedure details: A suspension of 1 g (2.61 mmol) of 7-benzylthio-3-(2-chlorophenyl)-3,4-dihydropyrimido[4,5-d]pyrimidin-2(1H)-one in 10 mL of dichloromethane was cooled in ice and treated with 1.29 g (5.23 mmol) of 70% 3-chloroperbenzoic acid. The mixture was stirred at room temperature for 2 hours, then treated with 25 mL of 10% aq. Na2S2O3 and left to stir for 30 minutes. The reaction was diluted with 100 mL dichloromethane and the phases were separated. The organic phase was washed with 10% aq. K2CO3, brine, ... The reactants are CC1=C(C=C(C=C1)B(O)O)C1C(C(OC(C1=O)(C)C)(C)C)=O (4-methyl-3-(2,2,6,6-tetramethyl-3,5-dioxo-tetrahydropyran-4-yl)phenylboronic acid), BrC1=NC=C(C=C1Cl)Cl (2-bromo-3,5-dichloropyridine), [Na].[Na].[Na].S(=O)(=O)(O)C=1C=C(C=CC1)P(C1=CC(=CC=C1)S(=O)(=O)O)C1=CC(=CC=C1)S(=O)(=O)O (tris(3-sulfophenyl)phosphine trisodium salt), P(=O)([O-])([O-])[O-].[K+].[K+].[K+] (potassium phosphate). Reagents/catalysts: C(C)(=O)[O-].[Pd+2].C(C)(=O)[O-] (palladium acetate). The solvent is O.C(C)#N (water acetonitrile). Reaction conditions: time 5 minute. Yields the product ClC=1C(=NC=C(C1)Cl)C=1C=CC(=C(C1)C1C(C(OC(C1=O)(C)C)(C)C)=O)C (4-[5-(3,5-dichloropyridin-2-yl)-2-methylphenyl]-2,2,6,6-tetramethylpyran-3,5-dione). Yield: 42.3%. RXN SMILES: [CH3:1][C:2]1[CH:7]=[CH:6][C:5](B(O)O)=[CH:4][C:3]=1[CH:11]1[C:16](=[O:17])[C:15]([CH3:19])([CH3:18])[O:14][C:13]([CH3:21])([CH3:20])[C:12]1=[O:22].Br[C:24]1[C:29]([Cl:30])=[CH:28][C:27]([Cl:31])=[CH:26][N:25]=1.[Na].[Na].[Na].S(C1C=C(P(C2C=CC=C(S(O)(=O)=O)C=2)C2C=CC=C(S(O)(=O)=O)C=2)C=CC=1)(O)(=O)=O.P([O-])([O-])([O-])=O.[K+].[K+].[K+]>C([O-])(=O)C.[Pd+2].C([O-])(=O)C.O.C(#N)C>[Cl:30][C:29]1[C:24]([C:5]2[CH:6]=[CH:7][C:2]([CH3:1])=[C:3]([CH:11]3[C:16](=[O:17])[C:15]([CH3:19])([CH3:18])[O:14][C:13]([CH3:21])([CH3:20])[C:12]3=[O:22])[CH:4]=2)=[N:25][CH:26]=[C:27]([Cl:31])[CH:28]=1 |f:2.3.4.5,6.7.8.9,10.11.12,13.14,^1:31,32,33|. Procedure: To a microwave vial is added 4-methyl-3-(2,2,6,6-tetramethyl-3,5-dioxo-tetrahydropyran-4-yl)phenylboronic acid (200 mg, 0.657 mmol), 2-bromo-3,5-dichloropyridine (149 mg, 0.657 mmol), palladium acetate (3.7 mg, 0.0164 mmol), tris(3-sulfophenyl)phosphine trisodium salt (22 mg, 0.0394 mmol) and potassium phosphate (697 mg, 3.28 mol), followed by a degassed solvent mixture of water/acetonitrile (1.6 ml, 2:1 ratio). The mixture is flushed with nitrogen then stirred at ambient temperature for 5 minut... The reactants are CC(=CCC)C(CCCCC)O (4-methyl-3-decene-5-ol), ZnCu, CC(=CCC)C(CCCCC)O (4-methyl-3-decene-5-ol), C(I)I (CH2I2). Solvent: C(C)(C)(C)OC (Methyl Tertiary Butyl Ether). Conditions: time 5 minute. Product: C(C)C1C(C1)(C(O)CCCCC)C (2-Ethyl-1-Methyl-alpha-Pentyl-Cyclopropanemethanol). RXN SMILES: [CH2:1](I)I.[CH3:4][C:5]([CH:9]([OH:15])[CH2:10][CH2:11][CH2:12][CH2:13][CH3:14])=[CH:6][CH2:7][CH3:8]>C(OC)(C)(C)C>[CH2:7]([CH:6]1[CH2:4][C:5]1([CH3:1])[CH:9]([CH2:10][CH2:11][CH2:12][CH2:13][CH3:14])[OH:15])[CH3:8]. Procedure details: To a dry 2 liter multi-neck round bottom flask fitted with an air stirrer, nitrogen inlet condenser and an addition funnel 8 g of a ZnCu and 75 ml of Methyl Tertiary Butyl Ether (MTBE) was added. The resulting mixture was stirred for 5 minutes. After the temperature of the mixture was stabilized, 24 g of CH2I2 was added over 10 minutes while stirring. After the temperature of the mixture was stabilized, the mixture was heated to reflux. As the temperature of the mixture reached 44° C., 17 g of 4... Reactants: OC=1C(=C(C=CC1)I)OS(=O)(=O)C1=CC=C(C)C=C1 (Hydroxy(tosyloxy)iodobenzene), FC(C(CC(C)=O)=O)(F)F (1,1,1-trifluoropentane-2,4-dione), NC(=S)N (thiourea). Solvent: C(C)#N (acetonitrile). Reaction conditions: time 8 hour. Product: C(C)(=O)C1=C(N=C(S1)N)C(F)(F)F (5-Acetyl-2-amino-4-trifluoromethylthiazole). Reaction SMILES: OC1C(OS(C2C=CC(C)=CC=2)(=O)=O)=C(I)C=CC=1.[F:20][C:21]([F:29])([F:28])[C:22](=O)[CH2:23][C:24](=[O:26])[CH3:25].[NH2:30][C:31]([NH2:33])=[S:32]>C(#N)C>[C:24]([C:23]1[S:32][C:31]([NH2:33])=[N:30][C:22]=1[C:21]([F:29])([F:28])[F:20])(=[O:26])[CH3:25]. Procedure: Hydroxy(tosyloxy)iodobenzene (78.5 g) was added to a solution of 1,1,1-trifluoropentane-2,4-dione in acetonitrile (500 ml). The mixture was heated under reflux for 45 minutes, then cooled, and thiourea (15.2 g) was added. The mixture was heated under reflux for 4 hours and then left to stand overnight. Evaporation and crystallisation of the residue from dichloromethane gave the title compound. Starting materials: CNOC, COc1cc(C(=O)Cl)cc(OC)c1OC, ClC(Cl)Cl, Cl, c1ccncc1. Yields the product COc1cc(C(=O)N(C)OC)cc(OC)c1OC. As a reaction SMILES: [CH3:17][NH:18][O:19][CH3:20].[CH3:1][O:2][c:3]1[cH:4][c:5]([C:6](=[O:7])[Cl:8])[cH:9][c:10]([O:14][CH3:15])[c:11]1[O:12][CH3:13].[CH:27]([Cl:28])([Cl:29])[Cl:30].[ClH:16].[cH:21]1[cH:22][cH:23][n:24][cH:25][cH:26]1>>[CH3:1][O:2][c:3]1[cH:4][c:5]([C:6](=[O:7])[N:18]([CH3:17])[O:19][CH3:20])[cH:9][c:10]([O:14][CH3:15])[c:11]1[O:12][CH3:13]. Yield: 73.7%. The solvent is C1(=CC=CC=C1)C (toluene). As a reaction SMILES: Cl.O.[Cl:3][C:4]1[CH:9]=[CH:8][C:7]([C:10](=O)[CH2:11][CH2:12][C:13]([OH:15])=[O:14])=[C:6]([OH:17])[C:5]=1[F:18]>[Zn].C1(C)C=CC=CC=1>[Cl:3][C:4]1[CH:9]=[CH:8][C:7]([CH2:10][CH2:11][CH2:12][C:13]([OH:15])=[O:14])=[C:6]([OH:17])[C:5]=1[F:18]. Reported procedure: A mixture of zinc pieces (11.4 g), mercuric chloride (3.0 g), concentrated hydrochloric acid (4.6 mL) and water (140 mL) was stirred at room temperature for 5 minutes. The solvent was then decanted off. To the solid, were added concentrated hydrochloric acid (41 mL), water (18.6 mL), toluene (23 mL) and 4-(4-chloro-3-fluoro-2-hydroxy-phenyl)-4-oxo-butyric acid (8.6 g, 35 mmol). The resulting mixture was heated at reflux for 2 days, with the addition of concentrated hydrochloric acid in 12 hour i... Product: ClC1=C(C(=C(C=C1)CCCC(=O)O)O)F (4-(4-chloro-3-fluoro-2-hydroxy-phenyl)-butyric acid). Reaction conditions: time 5 minute. Starting materials: mercuric chloride, Cl (hydrochloric acid), O (water), Cl (hydrochloric acid), Cl (hydrochloric acid), O (water), ClC1=C(C(=C(C=C1)C(CCC(=O)O)=O)O)F (4-(4-chloro-3-fluoro-2-hydroxy-phenyl)-4-oxo-butyric acid). The reagents and catalysts are [Zn] (zinc).